The task is: describe an organic reaction: reactants, conditions, products, and yield. This data is from the Open Reaction Database (ORD), a public repository of structured organic reaction records. Starting materials: CCCC(Br)Br, CC(C)O, Nc1cc(C(NC(=O)COc2ccccc2)c2ccccc2)c(O)c2ncccc12. Product: O=C(COc1ccccc1)NC(c1ccccc1)c1cc(N2CCCC2)c2cccnc2c1O. Reaction SMILES: [Br:31][CH:32]([CH2:33][CH2:34][CH3:35])[Br:36].[CH:37]([OH:38])([CH3:39])[CH3:40].[NH2:1][c:2]1[c:3]2[cH:4][cH:5][cH:6][n:7][c:8]2[c:9]([OH:30])[c:10]([CH:12]([NH:13][C:14]([CH2:15][O:16][c:17]2[cH:18][cH:19][cH:20][cH:21][cH:22]2)=[O:23])[c:24]2[cH:25][cH:26][cH:27][cH:28][cH:29]2)[cH:11]1>>[N:1]1([c:2]2[c:3]3[cH:4][cH:5][cH:6][n:7][c:8]3[c:9]([OH:30])[c:10]([CH:12]([NH:13][C:14]([CH2:15][O:16][c:17]3[cH:18][cH:19][cH:20][cH:21][cH:22]3)=[O:23])[c:24]3[cH:25][cH:26][cH:27][cH:28][cH:29]3)[cH:11]2)[CH2:32][CH2:33][CH2:34][CH2:35]1. Reactants: BrCCOC1CCCCO1, [H-], [Na+], CN(C)C=O, O, Oc1cccnc1. Product: c1cncc(OCCOC2CCCCO2)c1. As a reaction SMILES: [Br:10][CH2:11][CH2:12][O:13][CH:14]1[O:15][CH2:16][CH2:17][CH2:18][CH2:19]1.[H-:1].[Na+:2].[O:20]=[CH:21][N:22]([CH3:23])[CH3:24].[OH2:25].[OH:3][c:4]1[cH:5][n:6][cH:7][cH:8][cH:9]1>>[O:3]([c:4]1[cH:5][n:6][cH:7][cH:8][cH:9]1)[CH2:11][CH2:12][O:13][CH:14]1[O:15][CH2:16][CH2:17][CH2:18][CH2:19]1.